Dataset: the Open Reaction Database (ORD), a public repository of structured organic reaction records. Task: describe an organic reaction: reactants, conditions, products, and yield The reactants are [OH-].[K+] (KOH), [Al+3].[Cl-].[Cl-].[Cl-] (AlCl3), BrC=1C=CC(=C(C(=O)O)C1)Cl (5-bromo-2-chlorobenzoic acid), [OH-].[Na+] (NaOH), BrC=1C=CC(=C(C1)C(=O)C1=CC=C(C=C1)CC)Cl.BrC=1C=CC(=C(C1)C(=O)C1=C(C=CC=C1)CC)Cl ((5-bromo-2-chlorophenyl)(4-ethylphenyl)methanone (5-bromo-2-chlorophenyl)(2-ethylphenyl)methanone), [Al+3].[Cl-].[Cl-].[Cl-] (AlCl3), C(C(=O)Cl)(=O)Cl (oxalyl chloride), Cl (HCl), Cl (HCl). Run in C(Cl)Cl (CH2Cl2), CN(C)C=O (DMF). Run at temperature -3 celsius, time 2 hour. The product is BrC=1C=CC(=C(C1)C(=O)C1=CC=C(C=C1)CC)Cl ((5-bromo-2-chlorophenyl)(4-ethylphenyl)methanone). Reaction SMILES: BrC1C=CC(Cl)=C(C=1)C(O)=O.C(Cl)(=O)C(Cl)=O.Cl.[OH-].[K+].[Al+3].[Cl-].[Cl-].[Cl-].[OH-].[Na+].[Br:27][C:28]1[CH:29]=[CH:30][C:31]([Cl:44])=[C:32]([C:34]([C:36]2[CH:41]=[CH:40][C:39]([CH2:42][CH3:43])=[CH:38][CH:37]=2)=[O:35])[CH:33]=1.BrC1C=CC(Cl)=C(C(C2C=CC=CC=2CC)=O)C=1>C(Cl)Cl.CN(C=O)C>[Br:27][C:28]1[CH:29]=[CH:30][C:31]([Cl:44])=[C:32]([C:34]([C:36]2[CH:41]=[CH:40][C:39]([CH2:42][CH3:43])=[CH:38][CH:37]=2)=[O:35])[CH:33]=1 |f:3.4,5.6.7.8,9.10,11.12|. Procedure details: To a 2 L round bottom flask containing a magnetic stirred suspension of commercial 5-bromo-2-chlorobenzoic acid (410 g, 1.74 mol) in 700 mL of CH2Cl2 was added oxalyl chloride (235 g, 1.85 mol) followed by 1.5 mL of DMF. To trap the resultant HCl, the flask was fitted with tubing so that the gas was discharged above the surface of a stirred aq KOH solution. When the vigorous evolution of gas ceased after two hours, the homogeneous reaction was stirred overnight prior to removal of the volatiles ... Starting materials: C[SiH](C)OC(C(NC(=O)c1cc2cc(Cl)ncc2[nH]1)C(O)c1ccccc1)C(C)(C)C, CCOC(C)=O, ClCCl, [Na+], [Na+], [Na+], [Na+], [Na+], O=C([O-])O, O=S([O-])([O-])=S, O=S([O-])[O-]. The product is C[SiH](C)OC(C(NC(=O)c1cc2cc(Cl)ncc2[nH]1)C(=O)c1ccccc1)C(C)(C)C. Reaction SMILES: [C:1]([CH3:2])([CH3:3])([CH3:4])[CH:5]([CH:6]([CH:7]([c:8]1[cH:9][cH:10][cH:11][cH:12][cH:13]1)[OH:14])[NH:15][C:16](=[O:17])[c:18]1[cH:19][c:20]2[c:21]([cH:22][n:23][c:24]([Cl:26])[cH:25]2)[nH:27]1)[O:28][SiH:29]([CH3:30])[CH3:31].[CH3:45][CH2:46][O:47][C:48](=[O:49])[CH3:50].[Cl:51][CH2:52][Cl:53].[Na+:37].[Na+:38].[Na+:43].[Na+:44].[Na+:58].[O-:54][C:55]([OH:56])=[O:57].[S:32]([O-:33])([O-:34])(=[O:35])=[S:36].[S:39]([O-:40])([O-:41])=[O:42]>>[C:1]([CH3:2])([CH3:3])([CH3:4])[CH:5]([CH:6]([C:7]([c:8]1[cH:9][cH:10][cH:11][cH:12][cH:13]1)=[O:14])[NH:15][C:16](=[O:17])[c:18]1[cH:19][c:20]2[c:21]([cH:22][n:23][c:24]([Cl:26])[cH:25]2)[nH:27]1)[O:28][SiH:29]([CH3:30])[CH3:31]. Starting materials: Cl, O=N[O-], CCCn1cc(N)c(=O)n(CCC)c1=O, [Na+], [Na+], [Na+], [Na+], [OH-], O, O=S([O-])S(=O)[O-]. Yields the product CCCn1c(N)c(N)c(=O)n(CCC)c1=O. As a reaction SMILES: [ClH:20].[N:16]([O-:17])=[O:18].[NH2:1][c:2]1[c:3](=[O:15])[n:4]([CH2:12][CH2:13][CH3:14])[c:5](=[O:11])[n:6]([CH2:8][CH2:9][CH3:10])[cH:7]1.[Na+:19].[Na+:27].[Na+:28].[Na+:30].[OH-:29].[OH2:31].[S:21]([S:22]([O-:23])=[O:24])([O-:25])=[O:26]>>[NH2:1][c:2]1[c:3](=[O:15])[n:4]([CH2:12][CH2:13][CH3:14])[c:5](=[O:11])[n:6]([CH2:8][CH2:9][CH3:10])[c:7]1[NH2:16].